This data is from the Open Reaction Database (ORD), a public repository of structured organic reaction records. The task is: describe an organic reaction: reactants, conditions, products, and yield As a reaction SMILES: [CH3:23][OH:24].[Cl:1][c:2]1[n:3][cH:4][cH:5][c:6]2[c:7]1[nH:8][c:9]([C:11](=[O:12])[O:13][CH2:14][CH3:15])[cH:10]2.[K+:17].[O:18]1[CH2:19][CH2:20][CH2:21][CH2:22]1.[OH-:16]>>[Cl:1][c:2]1[n:3][cH:4][cH:5][c:6]2[c:7]1[nH:8][c:9]([C:11](=[O:12])[OH:13])[cH:10]2. The product is O=C(O)c1cc2ccnc(Cl)c2[nH]1. The reactants are CO, CCOC(=O)c1cc2ccnc(Cl)c2[nH]1, [K+], C1CCOC1, [OH-]. The solvent is hexanes. Starting materials: [Li]CCCC (n-BuLi), solution, BrC=1N(C(=C(N1)Br)Br)COCC[Si](C)(C)C (2,4,5-tribromo-1-({[2-(trimethylsilyl)ethyl]oxy}methyl)-1H-imidazole), C1CCOC1 (THF). Yield: 31.0%. Reaction SMILES: [Li]CCCC.Br[C:7]1[N:8]([CH2:14][O:15][CH2:16][CH2:17][Si:18]([CH3:21])([CH3:20])[CH3:19])[C:9]([Br:13])=[C:10]([Br:12])[N:11]=1.C1C[O:25][CH2:24][CH2:23]1>>[Br:12][C:10]1[N:11]=[C:7]([CH2:23][CH2:24][OH:25])[N:8]([CH2:14][O:15][CH2:16][CH2:17][Si:18]([CH3:21])([CH3:20])[CH3:19])[C:9]=1[Br:13]. Conditions: time 25 minute. Reported procedure: n-BuLi (4.30 mL of a 1.6 M solution in hexanes, 6.80 mmol) was added dropwise to a −78° C. solution of 2,4,5-tribromo-1-({[2-(trimethylsilyl)ethyl]oxy}methyl)-1H-imidazole (2.96 g, 6.80 mmol) in THF (55 mL). After 25 min, oxirane gas was bubbled through the solution for 25 mins. The reaction mixture was allowed to warm slowly to RT, stirred overnight, quenched by addition of sat'd NH4Cl and extracted with CH2Cl2. The organic phase was dried (Na2SO4), filtered, and purified by silica gel chromato... Yields the product BrC=1N=C(N(C1Br)COCC[Si](C)(C)C)CCO (2-[4,5-dibromo-1-({[2-(trimethylsilyl)ethyl]oxy}methyl)-1H-imidazol-2-yl]ethanol). As a reaction SMILES: [CH3:30][OH:31].[ClH:29].[O:1]=[C:2]1[CH2:3][C:4]2([O:5][c:6]3[cH:7][cH:8][c:9](-[c:12]4[n:13][n:14][n:15][nH:16]4)[cH:10][c:11]31)[CH2:17][CH2:18][N:19]([C:22]([O:23][C:24]([CH3:25])([CH3:26])[CH3:27])=[O:28])[CH2:20][CH2:21]2>>[ClH:29].[O:1]=[C:2]1[CH2:3][C:4]2([O:5][c:6]3[cH:7][cH:8][c:9](-[c:12]4[n:13][n:14][n:15][nH:16]4)[cH:10][c:11]31)[CH2:17][CH2:18][NH:19][CH2:20][CH2:21]2. Yields the product Cl, O=C1CC2(CCNCC2)Oc2ccc(-c3nnn[nH]3)cc21. Starting materials: CO, Cl, CC(C)(C)OC(=O)N1CCC2(CC1)CC(=O)c1cc(-c3nnn[nH]3)ccc1O2. Starting materials: C(C)(C)(C)OC(=O)N1[C@@H](CC(C1)=NOC)C(=O)O ((2S,4EZ)-1-(tert-butoxycarbonyl)-4-(methoxyimino)-2-pyrrolidinecarboxylic acid), N1=C(C=CC=C1)C1=CC=C(C(=O)O)C=C1 (4-(2-pyridinyl)benzoic acid), NCC(O)C1=CC=C(C=C1)[N+](=O)[O-] ((1RS)-2-amino-1-(4-nitrophenyl)ethanol). Yields the product OC(CNC(=O)[C@H]1N(CC(C1)=NOC)C(C1=CC=C(C=C1)C1=NC=CC=C1)=O)C1=CC=C(C=C1)[N+](=O)[O-] ((2S,4EZ)-N-[(2RS)-2-hydroxy-2-(4-nitropheny)ethyl]-4-(methoxyimino)-1-[4-(2-pyridinyl)benzoyl]-2-pyrrolidinecarboxamide). As a reaction SMILES: C(O[C:6]([N:8]1[CH2:12][C:11](=[N:13][O:14][CH3:15])[CH2:10][C@H:9]1[C:16]([OH:18])=O)=[O:7])(C)(C)C.[N:19]1[CH:24]=[CH:23][CH:22]=[CH:21][C:20]=1[C:25]1[CH:33]=[CH:32][C:28](C(O)=O)=[CH:27][CH:26]=1.[NH2:34][CH2:35][CH:36]([C:38]1[CH:43]=[CH:42][C:41]([N+:44]([O-:46])=[O:45])=[CH:40][CH:39]=1)[OH:37]>>[OH:37][CH:36]([C:38]1[CH:39]=[CH:40][C:41]([N+:44]([O-:46])=[O:45])=[CH:42][CH:43]=1)[CH2:35][NH:34][C:16]([C@@H:9]1[CH2:10][C:11](=[N:13][O:14][CH3:15])[CH2:12][N:8]1[C:6](=[O:7])[C:28]1[CH:27]=[CH:26][C:25]([C:20]2[CH:21]=[CH:22][CH:23]=[CH:24][N:19]=2)=[CH:33][CH:32]=1)=[O:18]. Procedure: Following the general method as outlined in Example 22, starting from (2S,4EZ)-1-(tert-butoxycarbonyl)-4-(methoxyimino)-2-pyrrolidinecarboxylic acid, 4-(2-pyridinyl)benzoic acid, and (1RS)-2-amino-1-(4-nitrophenyl)ethanol, the title compound was obtained in 63% purity by HPLC. MS(ESI+): m/z=504. Starting materials: BrC=1C(N(C=C(N1)Br)[C@H](CC)COC)=O (3,5-dibromo-1-[(1R)-1-(methoxymethyl)propyl]-2(1H)-pyrazinone), BrC1=CC(=CC2=C1NCCO2)OC (5-bromo-7-methoxy-3,4-dihydro-2H-1,4-benzoxazine). Yields the product BrC1=CC(=CC2=C1N(CCO2)C=2C(N(C=C(N2)Br)[C@H](CC)COC)=O)OC (3-(5-Bromo-7-methoxy-2,3-dihydro-4H-1,4-benzoxazin-4-yl)-5-bromo-1-[(1R)-1-(methoxymethyl)propyl]-2(1H)-pyrazinone). RXN SMILES: Br[C:2]1[C:3](=[O:15])[N:4]([C@@H:9]([CH2:12][O:13][CH3:14])[CH2:10][CH3:11])[CH:5]=[C:6]([Br:8])[N:7]=1.[Br:16][C:17]1[C:22]2[NH:23][CH2:24][CH2:25][O:26][C:21]=2[CH:20]=[C:19]([O:27][CH3:28])[CH:18]=1>>[Br:16][C:17]1[C:22]2[N:23]([C:2]3[C:3](=[O:15])[N:4]([C@@H:9]([CH2:12][O:13][CH3:14])[CH2:10][CH3:11])[CH:5]=[C:6]([Br:8])[N:7]=3)[CH2:24][CH2:25][O:26][C:21]=2[CH:20]=[C:19]([O:27][CH3:28])[CH:18]=1. Procedure details: Prepared in a similar fashion as described for Example 556 using 3,5-dibromo-1-[(1R)-1-(methoxymethyl)propyl]-2(1H)-pyrazinone and 5-bromo-7-methoxy-3,4-dihydro-2H-1,4-benzoxazine as the starting materials to give an oil. 1H NMR (300 MHz, CDCl3): δ 7.14 (s, 1H), 6.75 (d, J=2.5 Hz, 1H), 6.46 (d, J=2.5 Hz, 1H), 5.08–4.86 (m, 1H), 4.50–3.88 (m, 4H), 3.77 (s, 3H), 3.70–3.52 (m, 2H), 3.36 (s, 3H), 1.92–1.70 (m, 2H), 0.93 (t, J=7.5 Hz, 3H); HRMS (ESI) m/z 501.9992 [(M+H)+, calcd for C18H22N3O4Br2 501....